Dataset: the Open Reaction Database (ORD), a public repository of structured organic reaction records. Task: describe an organic reaction: reactants, conditions, products, and yield Starting materials: C(C1=CC=C(C(=O)[O-])C=C1)(=O)OC (monomethyl terephthalate), O.NN (hydrazine hydrate), Cl (hydrochloric acid). Run in CO (methanol). Yields the product C(=O)(O)C1=CC=C(C(=O)NN)C=C1 (p-carboxybenzhydrazide). Reaction SMILES: [C:1]([O:12]C)(=[O:11])[C:2]1[CH:10]=[CH:9][C:5]([C:6]([O-])=[O:7])=[CH:4][CH:3]=1.O.[NH2:15][NH2:16].Cl>CO>[C:1]([C:2]1[CH:10]=[CH:9][C:5]([C:6]([NH:15][NH2:16])=[O:7])=[CH:4][CH:3]=1)([OH:12])=[O:11] |f:1.2|. Procedure: In 1 l of methanol was dissolved 180 g of monomethyl terephthalate, and the solution was slowly added dropwise to 500 ml of hydrazine hydrate (50%) at room temperature while stirring. After the drop-wise addition, the mixture was heat-refluxed for 5 hours while stirring. A hydrochloric acid aqueous solution was slowly added to the reaction mixture to adjust to a pH of about 1 to thereby precipitate white crystals. Two liters of water was added to the system, followed by stirring for a while. The... Starting materials: C[O-], Cc1cc(CO)cc(Cl)n1, [Na+], CN(C)C=O. Yields the product COc1cc(CO)cc(C)n1. As a reaction SMILES: [CH3:1][O-:2].[Cl:4][c:5]1[n:6][c:7]([CH3:13])[cH:8][c:9]([CH2:11][OH:12])[cH:10]1.[Na+:3].[O:14]=[CH:15][N:16]([CH3:17])[CH3:18]>>[CH3:1][O:2][c:5]1[n:6][c:7]([CH3:13])[cH:8][c:9]([CH2:11][OH:12])[cH:10]1. Starting materials: ClC1=C(C=CC(=C1)Cl)C=1N=C(C(=NC1CC)N[C@@H]1CN(C[C@@H]1OCC)C=1SC=CN1)CC (5-(2,4-dichlorophenyl)-N-[(3R,4S)-4-ethoxy-1-(1,3-thiazol-2-yl)pyrrolidin-3-yl}-3,6-diethylpyrazin-2-amine), BrC1=NC=CC=N1 (2-bromopyrimidine), C(C)O[C@@H]1[C@@H](CNC1)NC1=NC(=C(N=C1CC)C1=C(C=C(C=C1)OC)C)CC (N-[(3R,4S)-4-ethoxypyrrolidin-3-yl]-3,6-diethyl-5-(4-methoxy-2-methylphenyl)pyrazin-2-amine). The product is C(C)O[C@@H]1[C@@H](CN(C1)C1=NC=CC=N1)NC1=NC(=C(N=C1CC)C1=C(C=C(C=C1)OC)C)CC (N-[(3R,4S)-4-ethoxy-1-pyrimidin-2-ylpyrrolidin-3-yl]-3,6-diethyl-5-(4-methoxy-2-methylphenyl)pyrazin-2-amine). As a reaction SMILES: ClC1C=C(Cl)C=CC=1C1N=C(CC)C(N[C@H]2[C@@H](OCC)CN(C3SC=CN=3)C2)=NC=1CC.Br[C:34]1[N:39]=[CH:38][CH:37]=[CH:36][N:35]=1.[CH2:40]([O:42][C@H:43]1[CH2:47][NH:46][CH2:45][C@H:44]1[NH:48][C:49]1[C:54]([CH2:55][CH3:56])=[N:53][C:52]([C:57]2[CH:62]=[CH:61][C:60]([O:63][CH3:64])=[CH:59][C:58]=2[CH3:65])=[C:51]([CH2:66][CH3:67])[N:50]=1)[CH3:41]>>[CH2:40]([O:42][C@H:43]1[CH2:47][N:46]([C:34]2[N:39]=[CH:38][CH:37]=[CH:36][N:35]=2)[CH2:45][C@H:44]1[NH:48][C:49]1[C:54]([CH2:55][CH3:56])=[N:53][C:52]([C:57]2[CH:62]=[CH:61][C:60]([O:63][CH3:64])=[CH:59][C:58]=2[CH3:65])=[C:51]([CH2:66][CH3:67])[N:50]=1)[CH3:41]. Reported procedure: Following the procedure for the preparation of 5-(2,4-dichlorophenyl)-N-[(3R,4S)-4-ethoxy-1-(1,3-thiazol-2-yl)pyrrolidin-3-yl}-3,6-diethylpyrazin-2-amine but substituting 2-bromopyrimidine and starting with N-[(3R,4S)-4-ethoxypyrrolidin-3-yl]-3,6-diethyl-5-(4-methoxy-2-methylphenyl)pyrazin-2-amine provided the title compound as an amorphous solid. 1H NMR (CDCl3) δ 1.15, 1.28, 2.13, 2.48, 2.74, 3.51, 3.77, 3.85, 3.98, 4.25, 4.90, 5.20, 6.56, 6.81, 7.12, 8.37; IR (diffuse reflectance) 2970, 2402 (... The reactants are [Cl-].[Al+3].[Cl-].[Cl-] (aluminium chloride), O=C(CCCCC(=O)Cl)C1=CC=CC=C1 (6-Oxo-6-phenylhexanoyl chloride), [CH-]1C=CC=C1.[CH-]1C=CC=C1.[Fe+2] (ferrocene), [Cl-].[Al+3].[Cl-].[Cl-] (aluminium chloride), O (Water). Run in C1CCCCC1 (cyclohexane), C(Cl)Cl (methylene chloride). Run at time 2 hour. Yields the product C(C1=CC=CC=C1)(=O)C1=C(CCC1)[C-]1C=CC=C1.[CH-]1C=CC=C1.[Fe+2] (1-benzoyl-2-ferrocenylcyclopentene). Isolated yield 14.7%. Reaction SMILES: [O:1]=[C:2]([C:10]1[CH:15]=[CH:14][CH:13]=[CH:12][CH:11]=1)[CH2:3][CH2:4][CH2:5][CH2:6][C:7](Cl)=O.[CH-:16]1[CH:20]=[CH:19][CH:18]=[CH:17]1.[CH-:21]1[CH:25]=[CH:24][CH:23]=[CH:22]1.[Fe+2:26].[Cl-].[Al+3].[Cl-].[Cl-].O>C(Cl)Cl.C1CCCCC1>[C:2]([C:3]1[CH2:4][CH2:5][CH2:6][C:7]=1[C-:16]1[CH:20]=[CH:19][CH:18]=[CH:17]1)(=[O:1])[C:10]1[CH:15]=[CH:14][CH:13]=[CH:12][CH:11]=1.[CH-:21]1[CH:25]=[CH:24][CH:23]=[CH:22]1.[Fe+2:26] |f:1.2.3,4.5.6.7,11.12.13|. Procedure details: 6-Oxo-6-phenylhexanoyl chloride (9.0g; 0.04 mole) and ferrocene (7.44g; 0.04 mole) in methylene chloride (150 ml) were stirred at 0° and aluminium chloride (5.34g; 0.04 mole) was added over 40 minutes at 0°. The mixture was stirred at 0° (2 hr), and then at room temperature (90 min). More aluminium chloride (4g; 0.03 mole) was added and the reaction mixture was heated under reflux for 90 minutes. Water was added, the organic layer run off, and the aqueous layer extracted with methylene chloride ... Reactants: CCOC(=O)C(Cl)=NO, C[Si](C)(C)[N-][Si](C)(C)C, Cl, Cc1cccc(C)c1-n1cc(CC(=O)c2ccc(F)cc2F)ccc1=O, [Li+], C1CCOC1, C1CCOC1. Yields the product CCOC(=O)C(=NO)C(C(=O)c1ccc(F)cc1F)c1ccc(=O)n(-c2c(C)cccc2C)c1. Reaction SMILES: [CH2:42]([CH3:43])[O:44][C:45]([C:46](=[N:47][OH:48])[Cl:49])=[O:50].[CH3:32][Si:33]([N-:34][Si:35]([CH3:36])([CH3:37])[CH3:38])([CH3:39])[CH3:40].[ClH:51].[F:1][c:2]1[c:3]([C:9]([CH2:10][c:11]2[cH:12][cH:13][c:14](=[O:25])[n:15](-[c:17]3[c:18]([CH3:24])[cH:19][cH:20][cH:21][c:22]3[CH3:23])[cH:16]2)=[O:26])[cH:4][cH:5][c:6]([F:8])[cH:7]1.[Li+:41].[O:27]1[CH2:28][CH2:29][CH2:30][CH2:31]1.[O:52]1[CH2:53][CH2:54][CH2:55][CH2:56]1>>[F:1][c:2]1[c:3]([C:9]([CH:10]([c:11]2[cH:12][cH:13][c:14](=[O:25])[n:15](-[c:17]3[c:18]([CH3:24])[cH:19][cH:20][cH:21][c:22]3[CH3:23])[cH:16]2)[C:46]([C:45]([O:44][CH2:42][CH3:43])=[O:50])=[N:47][OH:48])=[O:26])[cH:4][cH:5][c:6]([F:8])[cH:7]1. Starting materials: FC(CN)(F)F (2,2,2-trifluoroethylamine), C(#N)[BH3-].[Na+] (sodium cyanoborohydride), C(C)(=O)O (acetic acid), NC1=NC=C(C(=N1)N)CC1=CC(=C(C(=C1)OCC)C1=CC=C(C=C1)C=O)OCC (4′-(2,4-diamino-pyrimidin-5-ylmethyl)-2′,6′-diethoxy-biphenyl-4-carbaldehyde). Solvent: CO (methanol). Run at temperature 0 celsius, time 3 hour. Yields the product C(C)OC1=C(C(=CC(=C1)CC=1C(=NC(=NC1)N)N)OCC)C1=CC=C(C=C1)CNCC(F)(F)F (5-{2,6-Diethoxy-4′-[(2,2,2-trifluoro-ethylamino)-methyl]-biphenyl-4-ylmethyl}-pyrimidine-2,4-diamine). Yield: 22.1%. RXN SMILES: [F:1][C:2]([F:6])([F:5])[CH2:3][NH2:4].C(O)(=O)C.[NH2:11][C:12]1[N:17]=[C:16]([NH2:18])[C:15]([CH2:19][C:20]2[CH:25]=[C:24]([O:26][CH2:27][CH3:28])[C:23]([C:29]3[CH:34]=[CH:33][C:32]([CH:35]=O)=[CH:31][CH:30]=3)=[C:22]([O:37][CH2:38][CH3:39])[CH:21]=2)=[CH:14][N:13]=1.C([BH3-])#N.[Na+]>CO>[CH2:38]([O:37][C:22]1[CH:21]=[C:20]([CH2:19][C:15]2[C:16]([NH2:18])=[N:17][C:12]([NH2:11])=[N:13][CH:14]=2)[CH:25]=[C:24]([O:26][CH2:27][CH3:28])[C:23]=1[C:29]1[CH:34]=[CH:33][C:32]([CH2:35][NH:4][CH2:3][C:2]([F:6])([F:5])[F:1])=[CH:31][CH:30]=1)[CH3:39] |f:3.4|. Procedure details: A solution of 2,2,2-trifluoroethylamine (0.477 ml; 6 mmol) in 4 ml methanol is adjusted to pH 6 with glacial acetic acid, and 4′-(2,4-diamino-pyrimidin-5-ylmethyl)-2′,6′-diethoxy-biphenyl-4-carbaldehyde (392 mg; 1 mmol) is added. The reaction mixture is then cooled to 0° C. and sodium cyanoborohydride (38 mg; 0.6 mmol) is added. After half and hour at 0° C., the mixture is stirred for 3 h at room temperature. After evaporation of the reaction mixture, the residue is stirred in 20 m water and the...